Dataset: the Open Reaction Database (ORD), a public repository of structured organic reaction records. Task: describe an organic reaction: reactants, conditions, products, and yield The reactants are Br, n1c(nc2c(c1c1cnc(nc1)N)CCN2[C@]1(CCN(C1)C(C(C)(C)N)=O)C)N1CCOCC1. The reagents and catalysts are c1ccc(cc1)-c2c3ccccc3cc4ccccc24 (9-Phenylanthracene). Solvent: C1CCOC1 (THF). Run at temperature 80 celsius, time 18 hour. The product is CC(C)(N)C(=O)N1CC[C@@](C)(C1)N2CCc3c2nc(nc3c4cnc(N)nc4)N5CCOCC5. As a reaction SMILES: Br.[CH3:1][C:2]([C:5]([N:7]1[CH2:12][C@:10]([N:13]2[c:17]3[c:16]([c:21]([c:22]4[cH:28][n:27][c:25]([NH2:26])[n:24][cH:23]4)[n:20][c:19]([N:29]5[CH2:34][CH2:33][O:32][CH2:31][CH2:30]5)[n:18]3)[CH2:15][CH2:14]2)([CH3:11])[CH2:9][CH2:8]1)=[O:6])([NH2:4])[CH3:3]>>[CH3:1][C:2]([C:5]([N:7]1[CH2:12][C@:10]([N:13]2[c:17]3[c:16]([c:21]([c:22]4[cH:28][n:27][c:25]([NH2:26])[n:24][cH:23]4)[n:20][c:19]([N:29]5[CH2:34][CH2:33][O:32][CH2:31][CH2:30]5)[n:18]3)[CH2:15][CH2:14]2)([CH3:11])[CH2:9][CH2:8]1)=[O:6])([NH2:4])[CH3:3]. Starting materials: CCN(C(C)C)C(C)C, CC(C)(C)CC1NC(C(=O)O)C(c2cccc(Cl)c2F)C1(C#N)c1ccc(Cl)cc1F, ClCCl, O=C(O)C(F)(F)F, Nc1ccc(I)cc1OC(F)(F)F, O=P(Cl)(c1ccccc1)c1ccccc1. The product is CC(C)(C)CC1NC(C(=O)Nc2ccc(I)cc2OC(F)(F)F)C(c2cccc(Cl)c2F)C1(C#N)c1ccc(Cl)cc1F. RXN SMILES: [CH:39]([N:40]([CH2:41][CH3:42])[CH:43]([CH3:44])[CH3:45])([CH3:46])[CH3:47].[Cl:1][c:2]1[c:3]([F:31])[c:4]([CH:8]2[CH:9]([C:28](=[O:29])[OH:30])[NH:10][CH:11]([CH2:23][C:24]([CH3:25])([CH3:26])[CH3:27])[C:12]2([C:13]#[N:14])[c:15]2[c:16]([F:22])[cH:17][c:18]([Cl:21])[cH:19][cH:20]2)[cH:5][cH:6][cH:7]1.[Cl:76][CH2:77][Cl:78].[F:32][C:33]([F:34])([F:35])[C:36]([OH:37])=[O:38].[I:63][c:64]1[cH:65][c:66]([O:71][C:72]([F:73])([F:74])[F:75])[c:67]([NH2:68])[cH:69][cH:70]1.[c:48]1([P:49]([Cl:50])([c:51]2[cH:52][cH:53][cH:54][cH:55][cH:56]2)=[O:57])[cH:58][cH:59][cH:60][cH:61][cH:62]1>>[Cl:1][c:2]1[c:3]([F:31])[c:4]([CH:8]2[CH:9]([C:28](=[O:29])[NH:68][c:67]3[c:66]([O:71][C:72]([F:73])([F:74])[F:75])[cH:65][c:64]([I:63])[cH:70][cH:69]3)[NH:10][CH:11]([CH2:23][C:24]([CH3:25])([CH3:26])[CH3:27])[C:12]2([C:13]#[N:14])[c:15]2[c:16]([F:22])[cH:17][c:18]([Cl:21])[cH:19][cH:20]2)[cH:5][cH:6][cH:7]1. The reactants are C(#N)C=1C=NC=NC1 (5-Cyano pyrimidine), B(F)(F)F (BF3), C(C)[Mg]Br (Ethyl magnesium bromide), CC[Mg+].[Br-] (EtMgBr). Reagents/catalysts: CC([O-])C.[Ti+4].CC([O-])C.CC([O-])C.CC([O-])C (Titanium isopropoxide). Solvent: C1CCOC1 (THF). Run at time 15 minute. Yields the product N1=CN=CC(=C1)C1(CC1)N (1-(Pyrimidin-5-yl)cyclopropanamine). As a reaction SMILES: [C:1]([C:3]1[CH:4]=[N:5][CH:6]=[N:7][CH:8]=1)#[N:2].[CH2:9]([Mg]Br)[CH3:10].B(F)(F)F>CC(C)[O-].[Ti+4].CC(C)[O-].CC(C)[O-].CC(C)[O-].C1COCC1>[N:5]1[CH:4]=[C:3]([C:1]2([NH2:2])[CH2:10][CH2:9]2)[CH:8]=[N:7][CH:6]=1 |f:3.4.5.6.7|. Procedure: 5-Cyano pyrimidine (5 g, 47.6 mmol, 1 eq) was taken in a Dry THF under Argon atmosphere, then Titanium isopropoxide (17 ml, 57.1 mmol, 1.2 eq) was added slowly at ambient temperature and the resulting mass was stirred for 15 mins. To the above stirred solution was added Ethyl magnesium bromide (1 M solution in THF, 107 ml, 809.3 mmol, 2.5 eq) slowly via syringe at ambient temperature. (During the addition of EtMgBr reaction mass turned black). Then the reaction mass was stirred for an hour, BF3.... The reactants are C(=O)(C(F)(F)F)O (TFA), C(C)(C)(C)OC(NC1=C(C=C(C(=C1)N(C)C1CC1)Cl)N)=O ([2-amino-4-chloro-5-(cyclopropyl-methyl-amino)-phenyl]-carbamic acid tert.-butyl ester), C(C)(C)(C)OC(CC(=O)C1=CC(=NC=C1)C#N)=O (3-(2-cyano-pyridin-4-yl)-3-oxo-propionic acid tert.-butyl ester). Run in C(Cl)Cl (CH2Cl2). The product is ClC1=CC2=C(N=C(CC(N2)=O)C2=CC(=NC=C2)C#N)C=C1N(C)C1CC1 (4-[7-Chloro-8-(cyclopropyl-methyl-amino)-4-oxo-4,5-dihydro-3H-benzo[b][1,4]diazepin-2-yl]-pyridine-2-carbonitrile), solid. RXN SMILES: C(OC(=O)[NH:7][C:8]1[CH:13]=[C:12]([N:14]([CH:16]2[CH2:18][CH2:17]2)[CH3:15])[C:11]([Cl:19])=[CH:10][C:9]=1[NH2:20])(C)(C)C.C(O[C:27](=[O:39])[CH2:28][C:29]([C:31]1[CH:36]=[CH:35][N:34]=[C:33]([C:37]#[N:38])[CH:32]=1)=O)(C)(C)C.C(O)(C(F)(F)F)=O>C(Cl)Cl>[Cl:19][C:11]1[C:12]([N:14]([CH:16]2[CH2:17][CH2:18]2)[CH3:15])=[CH:13][C:8]2[N:7]=[C:29]([C:31]3[CH:36]=[CH:35][N:34]=[C:33]([C:37]#[N:38])[CH:32]=3)[CH2:28][C:27](=[O:39])[NH:20][C:9]=2[CH:10]=1. Reported procedure: The title compound was prepared from [2-amino-4-chloro-5-(cyclopropyl-methyl-amino)-phenyl]-carbamic acid tert.-butyl ester (Example J11) (150 mg, 0.5 mmol) and 3-(2-cyano-pyridin-4-yl)-3-oxo-propionic acid tert.-butyl ester (Example K3) (150 mg, 0.61 mmol) according to the general procedure M. The obtained material was deprotected and cyclized by treatment with TFA in CH2Cl2 according to the general procedure N. Obtained as a yellow solid (69 mg). Reactants: CC1(C2=C(NC(O1)=O)C=CC(=C2)B(O)O)C (4,4-dimethyl-2-oxo-1,4-dihydro-2H-benzo[d][1,3]oxazin-6-boronic acid), BrC=1C=C(C#N)C=C(C1)Cl (3-bromo-5-chlorobenzonitrile), 3A. The reagents and catalysts are [Pd] (Pd), [Pd] (Pd). Run in alcohol. Product: ClC=1C=C(C#N)C=C(C1)C1=CC2=C(NC(OC2(C)C)=O)C=C1 (3-chloro-5-(4,4-dimethyl-2-oxo-1,4-dihydro-2H-benzo[d][1,3]oxazin-6-yl)benzonitrile). RXN SMILES: [CH3:1][C:2]1([CH3:16])[O:7][C:6](=[O:8])[NH:5][C:4]2[CH:9]=[CH:10][C:11](B(O)O)=[CH:12][C:3]1=2.Br[C:18]1[CH:19]=[C:20]([CH:23]=[C:24]([Cl:26])[CH:25]=1)[C:21]#[N:22]>[Pd]>[Cl:26][C:24]1[CH:23]=[C:20]([CH:19]=[C:18]([C:11]2[CH:10]=[CH:9][C:4]3[NH:5][C:6](=[O:8])[O:7][C:2]([CH3:16])([CH3:1])[C:3]=3[CH:12]=2)[CH:25]=1)[C:21]#[N:22]. Procedure details: 4,4-dimethyl-2-oxo-1,4-dihydro-2H-benzo[d][1,3]oxazin-6-boronic acid (0.45 g, 2.04 mmol) was heated with 3-bromo-5-chlorobenzonitrile (0.42 g, 1.94 mmol) in alcohol SDA 3A 190 proof in the presence of soda ash (0.23 g, 2.17 mmol) and 5% Pd on BaSO4 or 5% Pd on CaCO3 to produce 3-chloro-5-(4,4-dimethyl-2-oxo-1,4-dihydro-2H-benzo[d][1,3]oxazin-6-yl)benzonitrile in good yields with good purity.